This data is from the Open Reaction Database (ORD), a public repository of structured organic reaction records. The task is: describe an organic reaction: reactants, conditions, products, and yield Reactants: CC#N, CCCNc1ccc(Cl)cc1, CCOCC, CCO, CC#N, O=C=Nc1ccc([N+](=O)[O-])cc1. Product: CCCN(C(=O)Nc1ccc([N+](=O)[O-])cc1)c1ccc(Cl)cc1. Reaction SMILES: [C:35](#[N:36])[CH3:37].[CH2:16]([CH2:17][CH3:18])[NH:19][c:20]1[cH:21][cH:22][c:23]([Cl:26])[cH:24][cH:25]1.[CH2:30]([O:31][CH2:32][CH3:33])[CH3:34].[CH3:1][CH2:2][OH:3].[CH3:27][C:28]#[N:29].[N+:4](=[O:5])([O-:6])[c:7]1[cH:8][cH:9][c:10]([N:13]=[C:14]=[O:15])[cH:11][cH:12]1>>[N+:4](=[O:5])([O-:6])[c:7]1[cH:8][cH:9][c:10]([NH:13][C:14](=[O:15])[N:19]([CH2:16][CH2:17][CH3:18])[c:20]2[cH:21][cH:22][c:23]([Cl:26])[cH:24][cH:25]2)[cH:11][cH:12]1. Starting materials: CN(C)CCCCCOCC1=C(C=CC(=C1)Br)F (N,N-dimethyl-5-[2-fluoro-5-bromobenzyloxy]pentylamine), ACE•Cl. Solvent: ClC(C)Cl (dichloroethane). Product: CNCCCCCOCC1=C(C=CC(=C1)Br)F (N-methyl-5-[2-fluoro-5-bromobenzyloxy]pentylamine). As a reaction SMILES: [CH3:1][N:2]([CH2:4][CH2:5][CH2:6][CH2:7][CH2:8][O:9][CH2:10][C:11]1[CH:16]=[C:15]([Br:17])[CH:14]=[CH:13][C:12]=1[F:18])C>ClC(Cl)C>[CH3:1][NH:2][CH2:4][CH2:5][CH2:6][CH2:7][CH2:8][O:9][CH2:10][C:11]1[CH:16]=[C:15]([Br:17])[CH:14]=[CH:13][C:12]=1[F:18]. Reported procedure: In a 25 ml flask, under a nitrogen atmosphere, N,N-dimethyl-5-[2-fluoro-5-bromobenzyloxy]pentylamine (696 mg, 1.87 mmol) was dissolved in dichloroethane (6.0 ml). To this solution ACE•Cl (0.305 ml, 2.83 mmol) was added and the resulting mixture was heated to reflux. The reaction mixture was refluxed for twenty hours. The progress of the reaction was monitored by thin layer chromatography. The mixture was refluxed for an additional 16 hours. The solvents were removed in vacuo and the residue was ...